Dataset: the Open Reaction Database (ORD), a public repository of structured organic reaction records. Task: describe an organic reaction: reactants, conditions, products, and yield Reactants: C(=O)(OC)C=1OC2=C(C1O)C=CC=C2Cl (2-carbomethoxy-7-chloro-3-hydroxybenzofuran), [OH-].[Na+] (NaOH). Solvent: O1CCOCC1 (dioxane). Reaction conditions: time 2 day. Product: ClC1=CC=CC=2C(COC21)=O (7-Chlorobenzofuran-3-one). Isolated yield 99.7%. As a reaction SMILES: C([C:5]1[O:6][C:7]2[C:14]([Cl:15])=[CH:13][CH:12]=[CH:11][C:8]=2[C:9]=1[OH:10])(OC)=O.[OH-].[Na+]>O1CCOCC1>[Cl:15][C:14]1[C:7]2[O:6][CH2:5][C:9](=[O:10])[C:8]=2[CH:11]=[CH:12][CH:13]=1 |f:1.2|. Reported procedure: According to the procedure of D. C. Schroeder, et al., J Org. Chem., 27, 586 (1962) a mixture of 2-carbomethoxy-7-chloro-3-hydroxybenzofuran (16.9 g, 0.075 mol), dioxane 75 mL), and 1N NaOH (375 mL, 0.375 mol) was stirred at room temperature for 2 days. The dioxane was removed under reduced pressure and the mixture was left standing for another day. Acidification with 2N HCl (270 mL, slowly) and filtration of the resulting precipitate gave a yellow solid (12.6 g). NMR analysis showed this materi...